Dataset: the Open Reaction Database (ORD), a public repository of structured organic reaction records. Task: describe an organic reaction: reactants, conditions, products, and yield Starting materials: ClC1=C(C(=O)NCCNC2=C3N=CN(C3=NC(=N2)Cl)C2CCCC2)C=CC(=C1)[N+](=O)[O-] (2-chloro-N-[2-[(2-chloro-9-cyclopentyl-9H-purin-6-yl)-amino]-ethyl]-4-nitro-benzamide), N[C@@H]1CC[C@H](CC1)N (trans-1,4-diaminocyclohexane). Run at temperature 140 celsius. The product is Cl.Cl.N[C@@H]1CC[C@H](CC1)NC1=NC(=C2N=CN(C2=N1)C1CCCC1)NCCNC(C1=C(C=C(C=C1)[N+](=O)[O-])Cl)=O (trans-N-[2-[[2-[(4-amino-cyclohexyl)-amino]-9-cyclopentyl-9H-purin-6-yl]-amino]-ethyl]-2-chloro-4-nitro-benzamide dihydrochloride). As a reaction SMILES: [Cl:1][C:2]1[CH:28]=[C:27]([N+:29]([O-:31])=[O:30])[CH:26]=[CH:25][C:3]=1[C:4]([NH:6][CH2:7][CH2:8][NH:9][C:10]1[N:18]=[C:17](Cl)[N:16]=[C:15]2[C:11]=1[N:12]=[CH:13][N:14]2[CH:20]1[CH2:24][CH2:23][CH2:22][CH2:21]1)=[O:5].[NH2:32][C@H:33]1[CH2:38][CH2:37][C@H:36]([NH2:39])[CH2:35][CH2:34]1>>[ClH:1].[ClH:1].[NH2:32][C@H:33]1[CH2:38][CH2:37][C@H:36]([NH:39][C:17]2[N:16]=[C:15]3[C:11]([N:12]=[CH:13][N:14]3[CH:20]3[CH2:21][CH2:22][CH2:23][CH2:24]3)=[C:10]([NH:9][CH2:8][CH2:7][NH:6][C:4](=[O:5])[C:3]3[CH:25]=[CH:26][C:27]([N+:29]([O-:31])=[O:30])=[CH:28][C:2]=3[Cl:1])[N:18]=2)[CH2:35][CH2:34]1 |f:2.3.4|. Procedure: 295 mg of the product obtained in Stage 1 above and 362 mg of trans-1,4-diaminocyclohexane are mixed together and the reaction medium is heated to approximately 140° C. for 6 hours. After evaporating the solvent, chromatography on silica is carried out (eluent methylene chloride/methanol/ammonium hydroxide 85/15/1.5) then taken up in an ethanolic solution of hydrochloric acid, followed by leaving to crystallize, separating, drying under reduced pressure and 105 mg of expected product is recovere...